This data is from the Open Reaction Database (ORD), a public repository of structured organic reaction records. The task is: describe an organic reaction: reactants, conditions, products, and yield Starting materials: CC(=O)OC(C)=O, COC(=O)COc1ccc(CO)cc1OC, O, c1ccncc1. Yields the product COC(=O)COc1ccc(COC(C)=O)cc1OC. RXN SMILES: [CH3:17][C:18](=[O:19])[O:20][C:21](=[O:22])[CH3:23].[CH3:1][O:2][C:3]([CH2:4][O:5][c:6]1[c:7]([O:14][CH3:15])[cH:8][c:9]([CH2:12][OH:13])[cH:10][cH:11]1)=[O:16].[OH2:30].[cH:24]1[cH:25][cH:26][n:27][cH:28][cH:29]1>>[CH3:1][O:2][C:3]([CH2:4][O:5][c:6]1[c:7]([O:14][CH3:15])[cH:8][c:9]([CH2:12][O:13][C:18]([CH3:17])=[O:19])[cH:10][cH:11]1)=[O:16]. The reactants are CCC(CC)n1nnc2c(Oc3c(C)cc(C)cc3C)nc(C)c(Br)c21, C1CCOC1, [Li]CCCC, CCCCCC, CI. Product: CCC(CC)n1nnc2c(Oc3c(C)cc(C)cc3C)nc(C)c(C)c21. As a reaction SMILES: [Br:1][c:2]1[c:3]2[c:4]([c:5]([O:9][c:10]3[c:11]([CH3:18])[cH:12][c:13]([CH3:17])[cH:14][c:15]3[CH3:16])[n:6][c:7]1[CH3:8])[n:19][n:20][n:21]2[CH:22]([CH2:23][CH3:24])[CH2:25][CH3:26].[CH2:40]1[O:41][CH2:42][CH2:43][CH2:44]1.[CH3:27][CH2:28][CH2:29][CH2:30][Li:31].[CH3:32][CH2:33][CH2:34][CH2:35][CH2:36][CH3:37].[CH3:38][I:39]>>[c:2]1([CH3:27])[c:3]2[c:4]([c:5]([O:9][c:10]3[c:11]([CH3:18])[cH:12][c:13]([CH3:17])[cH:14][c:15]3[CH3:16])[n:6][c:7]1[CH3:8])[n:19][n:20][n:21]2[CH:22]([CH2:23][CH3:24])[CH2:25][CH3:26]. Starting materials: C(=O)(C(F)(F)F)O (TFA), FC1=CC(=C(C=C1)NC(OC(C)(C)C)=O)NC1=NC=C(C(=N1)NC1CCOCC1)[N+](=O)[O-] (tert-butyl 4-fluoro-2-(5-nitro-4-(tetrahydro-2H-pyran-4-ylamino)pyrimidin-2-ylamino)phenylcarbamate). The product is FC=1C=CC2=C(N(C=N2)C2=NC=C3N=CN(C3=N2)C2CCOCC2)C1 (2-(6-Fluoro-1H-benzo[d]imidazol-1-yl)-9-(tetrahydro-2H-pyran-4-yl)-9H-purine). RXN SMILES: [C:1](O)(C(F)(F)F)=O.[F:8][C:9]1[CH:14]=[CH:13][C:12]([NH:15][C:16](=O)OC(C)(C)C)=[C:11]([NH:23][C:24]2[N:29]=[C:28]([NH:30][CH:31]3[CH2:36][CH2:35][O:34][CH2:33][CH2:32]3)[C:27]([N+:37]([O-])=O)=[CH:26][N:25]=2)[CH:10]=1>>[F:8][C:9]1[CH:14]=[CH:13][C:12]2[N:15]=[CH:16][N:23]([C:24]3[N:29]=[C:28]4[C:27]([N:37]=[CH:1][N:30]4[CH:31]4[CH2:36][CH2:35][O:34][CH2:33][CH2:32]4)=[CH:26][N:25]=3)[C:11]=2[CH:10]=1. Procedure details: The title compound as a TFA salt was synthesized from tert-butyl 4-fluoro-2-(5-nitro-4-(tetrahydro-2H-pyran-4-ylamino)pyrimidin-2-ylamino)phenylcarbamate via the procedure described in Example 15. 1H NMR (300 MHz, CDCl3): δ 9.73 (s, 1H), 9.29 (s, 1H), 8.5-8.6 (m, 1H), 8.40 (s, 1H), 7.9-8.1 (m, 1H), 7.3-7.4 (m, 1H), 4.8-5.0 (m, 1H), 4.2-4.4 (m, 2H), 3.7-3.8 (m, 2H), 3.05 (d, 1H), 2.2-2.4 (m, 3H). 19F NMR: δ −112.4. The reactants are FC1=C(C=C(C(=C1)F)F)[C@H]1OC[C@@H](C[C@@H]1NC(OC(C)(C)C)=O)N1CC2=NN(C=C2C1)S(=O)(=O)C (tert-Butyl {(2R,3S,5R)-2-(2,4,5-Trifluorophenyl)-5-[2-(methylsulfonyl)-2,6-dihydropyrrolo[3,4-c]pyrazol-5(4H)-yl]tetrahydro-2H-pyran-3-yl}carbamate), FC(C(=O)O)(F)F (trifluoroacetic acid). The solvent is ClCCl (dichloromethane). Reaction conditions: time 2 hour. Product: FC1=C(C=C(C(=C1)F)F)[C@H]1OC[C@@H](C[C@@H]1N)N1CC2=NN(C=C2C1)S(=O)(=O)C ((2R,3S,5R)-2-(2,4,5-Trifluorophenyl)-5-[2-(methylsulfonyl)-2,6-dihydropyrrolo[3,4-c]pyrazol-5(4H)-yl]tetrahydro-2H-pyran-3-amine). Reaction SMILES: [F:1][C:2]1[CH:7]=[C:6]([F:8])[C:5]([F:9])=[CH:4][C:3]=1[C@@H:10]1[C@@H:15]([NH:16]C(=O)OC(C)(C)C)[CH2:14][C@@H:13]([N:24]2[CH2:31][C:30]3[C:26](=[N:27][N:28]([S:32]([CH3:35])(=[O:34])=[O:33])[CH:29]=3)[CH2:25]2)[CH2:12][O:11]1.FC(F)(F)C(O)=O>ClCCl>[F:1][C:2]1[CH:7]=[C:6]([F:8])[C:5]([F:9])=[CH:4][C:3]=1[C@@H:10]1[C@@H:15]([NH2:16])[CH2:14][C@@H:13]([N:24]2[CH2:31][C:30]3[C:26](=[N:27][N:28]([S:32]([CH3:35])(=[O:34])=[O:33])[CH:29]=3)[CH2:25]2)[CH2:12][O:11]1. Procedure details: Intermediate obtained in Step A above (379 mg, 0.734 mmol) in dichloromethane (20 mL) was treated with trifluoroacetic acid (10 mL) at room temperature. After 2 h, the reaction was concentrated and the crude material was purified on a silica gel column (40S Biotage™) eluting with in 0-2% methanol, containing 10% NH4OH, in dichloromethane to give the title compound as a white solid. 1H NMR (500 MHz, CD3OD): δ 1.50 (q, 1H, J=12 Hz); 2.43-2.49 (m, 1H); 2.88 (td, 1H, J=12, 6 Hz); 3.11-3.18 (m, 1H); ... Run at time 1 hour. Reported procedure: To (S)-4-(2-chlorophenyl)oxazolidin-2-one (265 mg, 1.34 mmol) in DMF (10 mL) was added sodium hydride (59.0 mg, 1.48 mmol) and the reaction was stirred at ambient temperature for 1 hour. 3-Bromo-5-chloropyrazolo[1,5-a]pyrimidine (343 mg, 1.48 mmol) was added in one portion and the reaction was stirred at ambient temperature for 18 hours. Ice was added followed by ammonium chloride (aqueous) and the resulting suspension was filtered and washed with water. After drying, (S)-3-(3-bromopyrazolo[1,5-... The reactants are ClC1=C(C=CC=C1)[C@@H]1NC(OC1)=O ((S)-4-(2-chlorophenyl)oxazolidin-2-one), [H-].[Na+] (sodium hydride), [Cl-].[NH4+] (ammonium chloride), BrC=1C=NN2C1N=C(C=C2)Cl (3-Bromo-5-chloropyrazolo[1,5-a]pyrimidine). As a reaction SMILES: [Cl:1][C:2]1[CH:7]=[CH:6][CH:5]=[CH:4][C:3]=1[C@H:8]1[CH2:12][O:11][C:10](=[O:13])[NH:9]1.[H-].[Na+].[Br:16][C:17]1[CH:18]=[N:19][N:20]2[CH:25]=[CH:24][C:23](Cl)=[N:22][C:21]=12.[Cl-].[NH4+]>CN(C=O)C>[Br:16][C:17]1[CH:18]=[N:19][N:20]2[CH:25]=[CH:24][C:23]([N:9]3[C@@H:8]([C:3]4[CH:4]=[CH:5][CH:6]=[CH:7][C:2]=4[Cl:1])[CH2:12][O:11][C:10]3=[O:13])=[N:22][C:21]=12 |f:1.2,4.5|. Isolated yield 34.1%. Yields the product BrC=1C=NN2C1N=C(C=C2)N2C(OC[C@@H]2C2=C(C=CC=C2)Cl)=O ((S)-3-(3-bromopyrazolo[1,5-a]pyrimidin-5-yl)-4-(2-chlorophenyl)oxazolidin-2-one). The solvent is CN(C)C=O (DMF). Reactants: NC1=C(C=C(C(C(=O)O)=C1)O)C(F)(F)F (5-amino-4-trifluoromethylsalicylic acid), C(C(=O)C1=CC=CC=C1)C1C(CCCC1)=O (2-phenacylcyclohexanone), gold crystals. Solvent: C(C)(=O)O (acetic acid). Yields the product C1(=CC=CC=C1)C=1N(C=2CCCCC2C1)C1=C(C=C(C(=C1)C(=O)O)O)C(F)(F)F (2-Phenyl-1-(5-carboxy-4-hydroxy-2-trifluoromethylphenyl)-4,5,6,7-tetrahydroindole). Reaction SMILES: [NH2:1][C:2]1[CH:10]=[C:6]([C:7]([OH:9])=[O:8])[C:5]([OH:11])=[CH:4][C:3]=1[C:12]([F:15])([F:14])[F:13].[CH2:16]([CH:25]1[CH2:30][CH2:29][CH2:28][CH2:27][C:26]1=O)[C:17]([C:19]1[CH:24]=[CH:23][CH:22]=[CH:21][CH:20]=1)=O>C(O)(=O)C>[C:19]1([C:17]2[N:1]([C:2]3[CH:10]=[C:6]([C:7]([OH:9])=[O:8])[C:5]([OH:11])=[CH:4][C:3]=3[C:12]([F:13])([F:14])[F:15])[C:26]3[CH2:27][CH2:28][CH2:29][CH2:30][C:25]=3[CH:16]=2)[CH:24]=[CH:23][CH:22]=[CH:21][CH:20]=1. Reported procedure: A mixture of 6.5 g. (0.029 mole) of 5-amino-4-trifluoromethylsalicylic acid, 6.35 g. (0.029 mole) of 2-phenacylcyclohexanone, and 30 ml. of glacial acetic acid was heated under reflux for 3 hours, cooled and filtered. The filter cake was recrystallized from acetic acid to provide 4.6 g. (39%) of gold crystals, m.p. 188°-190°.